describe an organic reaction: reactants, conditions, products, and yield From a dataset of the Open Reaction Database (ORD), a public repository of structured organic reaction records. Starting materials: NC1=C(C(=O)NCCN2CCN(CC2)C2=C(C=CC=C2)OC)C=C(C(=C1)Cl)S(N)(=O)=O (2-amino-4-chloro-5-sulfamoyl-N-[2-[4-(2-methoxyphenyl)-1-piperazinyl]ethyl]benzamide), C(=O)(Cl)Cl (phosgene). Run in C(C)(=O)O (acetic acid), C1(=CC=CC=C1)C (toluene). Product: Cl.ClC1=C(C=C2C(N(C(NC2=C1)=O)CCN1CCN(CC1)C1=C(C=CC=C1)OC)=O)S(N)(=O)=O (7-chloro-6-sulfamoyl-3-[2-[4-(2-methoxyphenyl)-1-piperazinyl]ethyl]-2,4-(1H,3H)quinazolinedione hydrochloride). Isolated yield 26.7%. Reaction SMILES: [NH2:1][C:2]1[CH:26]=[C:25]([Cl:27])[C:24]([S:28](=[O:31])(=[O:30])[NH2:29])=[CH:23][C:3]=1[C:4]([NH:6][CH2:7][CH2:8][N:9]1[CH2:14][CH2:13][N:12]([C:15]2[CH:20]=[CH:19][CH:18]=[CH:17][C:16]=2[O:21][CH3:22])[CH2:11][CH2:10]1)=[O:5].[C:32](Cl)(Cl)=[O:33]>C(O)(=O)C.C1(C)C=CC=CC=1>[ClH:27].[Cl:27][C:25]1[CH:26]=[C:2]2[C:3]([C:4](=[O:5])[N:6]([CH2:7][CH2:8][N:9]3[CH2:14][CH2:13][N:12]([C:15]4[CH:20]=[CH:19][CH:18]=[CH:17][C:16]=4[O:21][CH3:22])[CH2:11][CH2:10]3)[C:32](=[O:33])[NH:1]2)=[CH:23][C:24]=1[S:28](=[O:30])(=[O:31])[NH2:29] |f:4.5|. Reported procedure: A mixture of 7-chloro-6-sulfamoylisatoic anhydride (7.45 g) and 1-(2-aminoethyl)-4-(2-methoxyphenyl)piperazine (6.64 g) was dissolved in methanol (100 ml), and the resulting mixture was heated under reflux for 3 hours under a nitrogen stream. After completion of the reaction, the solvent was distilled off under vacuum and the residue was recrystallized from methanol-acetone and dried to give 2-amino-4-chloro-5-sulfamoyl-N-[2-[4-(2-methoxyphenyl)-1-piperazinyl]ethyl]benzamide. A solution of this ... Starting materials: NC=1N=CC(=NC1C=1OC(=NN1)C(C)(C)C)C1=NC(=NN1CC)C1CCN(CC1)C(=O)[C@H]1OC(OC1)(C)C ((S)-(4-(5-(5-amino-6-(5-(tert-butyl)-1,3,4-oxadiazol-2-yl)pyrazin-2-yl)-1-ethyl-1H-1,2,4-triazol-3-yl)piperidin-1-yl)(2,2-dimethyl-1,3-dioxolan-4-yl)methanone), C(=O)(C(F)(F)F)O (TFA). Run in C(Cl)Cl (DCM). Reaction conditions: time 16 hour. Product: NC=1N=CC(=NC1C=1OC(=NN1)C(C)(C)C)C1=NC(=NN1CC)C1CCN(CC1)C([C@H](CO)O)=O ((2S)-1-[4-[5-[5-amino-6-(5-tert-butyl-1,3,4-oxadiazol-2-yl)pyrazin-2-yl]-1-ethyl-1,2,4-triazol-3-yl]-1-piperidyl]-2,3-dihydroxy-propan-1-one). The yield is 48.0%. Reaction SMILES: [NH2:1][C:2]1[N:3]=[CH:4][C:5]([C:17]2[N:21]([CH2:22][CH3:23])[N:20]=[C:19]([CH:24]3[CH2:29][CH2:28][N:27]([C:30]([C@@H:32]4[CH2:36][O:35]C(C)(C)[O:33]4)=[O:31])[CH2:26][CH2:25]3)[N:18]=2)=[N:6][C:7]=1[C:8]1[O:9][C:10]([C:13]([CH3:16])([CH3:15])[CH3:14])=[N:11][N:12]=1.C(O)(C(F)(F)F)=O>C(Cl)Cl>[NH2:1][C:2]1[N:3]=[CH:4][C:5]([C:17]2[N:21]([CH2:22][CH3:23])[N:20]=[C:19]([CH:24]3[CH2:29][CH2:28][N:27]([C:30](=[O:31])[C@@H:32]([OH:33])[CH2:36][OH:35])[CH2:26][CH2:25]3)[N:18]=2)=[N:6][C:7]=1[C:8]1[O:9][C:10]([C:13]([CH3:15])([CH3:16])[CH3:14])=[N:11][N:12]=1. Reported procedure: To a mixture of 3-(5-(tert-butyl)-1,3,4-oxadiazol-2-yl)-5-(1-ethyl-3-(piperidin-4-yl)-1H-1,2,4-triazol-5-yl)pyrazin-2-amine (257 mg, 0.50 mmol, TFA salt), potassium (S)-2,2-dimethyl-1,3-dioxolane-4-carboxylate (101 mg, 0.55 mmol) and EDCI (105 mg, 0.55 mmol) in DCM (5 mL) were added 1-hydroxy-1H-benzotriazol hydrate (85 mg, 0.56 mmol) and DIPEA (194 mg, 1.50 mmol). The mixture was stirred for 16 hours at room temperature. Water was added to the mixture and the mixture was extracted with DCM. The... Starting materials: CC=1C=C(C=CC1)C1(NC(NC1=O)=O)CC(=O)O (4-(m-methylphenyl)-4-(carboxymethyl)imidazolidine 2,5-dione), COC1=CC=C2CC(CC3(C2=C1)NC(NC3=O)=O)=O (3',4'-dihydro-7'-methoxyspiro[imidazolidine-4,1'(2'H)-naphthalene]2,3',5-trione), COC=1C=C(C=CC1)C1(NC(NC1=O)=O)CC(=O)O (4-(m-methoxyphenyl)-4-(carboxymethyl) imidazolidine 2,5-dione), CC1=CC=C2CC(CC3(C2=C1)NC(NC3=O)=O)=O (3',4'-dihydro-7'-methylspiro[imidazolidine-4,1'(2'H)-naphthalene]2,3',5-trione). Yields the product C12(CC(CC3=CC=CC=C13)=O)NC(NC2=O)=O (3',4'-dihydrospiro[imidazolidine-4,1'(2'H)-naphthalene]2,3',5-trione). As a reaction SMILES: CC1C=C(C2(CC(O)=O)C(=O)NC(=O)N2)C=CC=1.COC1C=C(C2(CC(O)=O)C(=O)NC(=O)N2)C=CC=1.C[C:39]1[CH:48]=[C:47]2[C:42]([CH2:43][C:44](=[O:55])[CH2:45][C:46]32[C:52](=[O:53])[NH:51][C:50](=[O:54])[NH:49]3)=[CH:41][CH:40]=1.COC1C=C2C(CC(=O)CC32C(=O)NC(=O)N3)=CC=1>>[C:46]12([C:52](=[O:53])[NH:51][C:50](=[O:54])[NH:49]1)[C:47]1[C:42](=[CH:41][CH:40]=[CH:39][CH:48]=1)[CH2:43][C:44](=[O:55])[CH2:45]2. Reported procedure: Starting with 4-(m-methylphenyl)-4-(carboxymethyl)imidazolidine 2,5-dione and 4-(m-methoxyphenyl)-4-(carboxymethyl) imidazolidine 2,5-dione and following the procedures of Example 2H-2E, 3',4'-dihydro-7'-methylspiro[imidazolidine-4,1'(2'H)-naphthalene]2,3',5-trione and 3',4'-dihydro-7'-methoxyspiro[imidazolidine-4,1'(2'H)-naphthalene]2,3',5-trione are prepared, respectively. Starting materials: CC#N, CN1CCCC1=O, CC(C)(C)OC(=O)N1CC2CC1CN2, CCN(C(C)C)C(C)C, O=C(NCc1cn(-c2ccccc2)c2cc(Cl)ccc2c1=O)c1ccc(Cl)nc1. Yields the product CC(C)(C)OC(=O)N1CC2CC1CN2c1ccc(C(=O)NCc2cn(-c3ccccc3)c3cc(Cl)ccc3c2=O)cn1. Reaction SMILES: [CH3:53][C:54]#[N:55].[CH3:56][N:57]1[CH2:58][CH2:59][CH2:60][C:61]1=[O:62].[CH:30]12[N:31]([C:37](=[O:38])[O:39][C:40]([CH3:41])([CH3:42])[CH3:43])[CH2:32][CH:33]([NH:34][CH2:35]1)[CH2:36]2.[CH:44]([N:45]([CH2:46][CH3:47])[CH:48]([CH3:49])[CH3:50])([CH3:51])[CH3:52].[Cl:1][c:2]1[n:3][cH:4][c:5]([C:6](=[O:7])[NH:8][CH2:9][c:10]2[cH:11][n:12](-[c:22]3[cH:23][cH:24][cH:25][cH:26][cH:27]3)[c:13]3[cH:14][c:15]([Cl:21])[cH:16][cH:17][c:18]3[c:19]2=[O:20])[cH:28][cH:29]1>>[c:2]1([N:34]2[CH:33]3[CH2:32][N:31]([C:37](=[O:38])[O:39][C:40]([CH3:41])([CH3:42])[CH3:43])[CH:30]([CH2:35]2)[CH2:36]3)[n:3][cH:4][c:5]([C:6](=[O:7])[NH:8][CH2:9][c:10]2[cH:11][n:12](-[c:22]3[cH:23][cH:24][cH:25][cH:26][cH:27]3)[c:13]3[cH:14][c:15]([Cl:21])[cH:16][cH:17][c:18]3[c:19]2=[O:20])[cH:28][cH:29]1. The reactants are C(C)(C)(C)OC(NC1=C(C=C(C(=C1)C)Cl)N)=O ((2-amino-4-chloro-5-methyl-phenyl)-carbamic acid tert-butyl ester), C(C)(C)(C)OC(CC(=O)C1=CC(=CC=C1)C1=CC(=NC=C1)C)=O (3-[3-(2-methyl-pyridin-4-yl)-phenyl]-3-oxo-propionic acid tert-butyl ester). The product is C(C)(C)(C)OC(NC1=C(C=C(C(=C1)C)Cl)NC(CC(=O)C1=CC(=CC=C1)C1=CC(=NC=C1)C)=O)=O ((4-Chloro-5-methyl-2-{3-[3-(2-methyl-pyridin-4-yl)-phenyl]-3-oxo-propionylamino}-phenyl)-carbamic acid tert-butyl ester), foam. Yield: 95.0%. RXN SMILES: [C:1]([O:5][C:6](=[O:17])[NH:7][C:8]1[CH:13]=[C:12]([CH3:14])[C:11]([Cl:15])=[CH:10][C:9]=1[NH2:16])([CH3:4])([CH3:3])[CH3:2].C([O:22][C:23](=O)[CH2:24][C:25]([C:27]1[CH:32]=[CH:31][CH:30]=[C:29]([C:33]2[CH:38]=[CH:37][N:36]=[C:35]([CH3:39])[CH:34]=2)[CH:28]=1)=[O:26])(C)(C)C>>[C:1]([O:5][C:6](=[O:17])[NH:7][C:8]1[CH:13]=[C:12]([CH3:14])[C:11]([Cl:15])=[CH:10][C:9]=1[NH:16][C:23](=[O:22])[CH2:24][C:25]([C:27]1[CH:32]=[CH:31][CH:30]=[C:29]([C:33]2[CH:38]=[CH:37][N:36]=[C:35]([CH3:39])[CH:34]=2)[CH:28]=1)=[O:26])([CH3:4])([CH3:2])[CH3:3]. Procedure: The title compound was prepared from (2-amino-4-chloro-5-methyl-phenyl)-carbamic acid tert-butyl ester (Example J22) (257 mg, 1.0 mmol) and 3-[3-(2-methyl-pyridin-4-yl)-phenyl]-3-oxo-propionic acid tert-butyl ester (Example K12) (311 mg, 1.0 mmol) according to the general procedure M. Obtained as an off-white foam (470 mg, 95%).